Dataset: the Open Reaction Database (ORD), a public repository of structured organic reaction records. Task: describe an organic reaction: reactants, conditions, products, and yield Starting materials: NC=1C=CC(=NC1)OC=1C=C2CCC(OC2=CC1)C1=CC=CC=C1 (5-amino-2-(2-phenylchroman-6-yloxy)pyridine), [N+](=O)([O-])C=1C=CC(=NC1)OC=1C=C2CCC(OC2=CC1)C1=CC(=CC=C1)[N+](=O)[O-] (5-nitro-2-[2-(3-nitrophenyl)chroman-6-yloxy]pyridine). The reagents and catalysts are [Zn] (Zn). Product: NC=1C=C(C=CC1)C1OC2=CC=C(C=C2CC1)OC1=CC=C(C=N1)N (6-[2-(3-Aminophenyl)chroman-6-yloxy]-pyridin-3-ylamine). RXN SMILES: NC1C=CC(OC2C=C3C(=CC=2)OC(C2C=CC=CC=2)CC3)=NC=1.[N+:25]([C:28]1[CH:29]=[CH:30][C:31]([O:34][C:35]2[CH:36]=[C:37]3[C:42](=[CH:43][CH:44]=2)[O:41][CH:40]([C:45]2[CH:50]=[CH:49][CH:48]=[C:47]([N+:51]([O-])=O)[CH:46]=2)[CH2:39][CH2:38]3)=[N:32][CH:33]=1)([O-])=O>[Zn]>[NH2:51][C:47]1[CH:46]=[C:45]([CH:40]2[CH2:39][CH2:38][C:37]3[C:42](=[CH:43][CH:44]=[C:35]([O:34][C:31]4[N:32]=[CH:33][C:28]([NH2:25])=[CH:29][CH:30]=4)[CH:36]=3)[O:41]2)[CH:50]=[CH:49][CH:48]=1. Reported procedure: 6-[2-(3-Aminophenyl)chroman-6-yloxy]-pyridin-3-ylamine was prepared as described for 5-amino-2-(2-phenylchroman-6-yloxy)pyridine in Example 26 using 150 mg 5-nitro-2-[2-(3-nitrophenyl)chroman-6-yloxy]pyridine (Example 92(d)) and 997 mg of Zn. 1H NMR (300 MHz, d6-DMSO) δ: 7.51 (d, 1H, J 2.8 Hz), 7.05 (dd, 1H, J 8.6, 2.8 Hz), 7.01 (t, 1H, J 15.4, 7.7 Hz), 6.70-6.78 (m, 3H), 6.68 (d, 1H, J 8.6 Hz), 6.63 (s, 1H), 6.54 (d, 1H, J 7.7 Hz), 6.50 (d, 1H, J 8.6 Hz), 5.06 (s, 2H), 4.98 (s, 2H), 4.90 (dd, 1... Reported procedure: To 25 ml of sulfuric acid was slowly added 8.5 g (0.049 mol) of 6-chloro-1,3-dimethyluracil as prepared in Synthesis Example 1 at 10° to 15° C. To this solution was gradually added 8.5 ml of fuming nitric acid at 0° to 5° C. After stirring for 5 minutes, the reaction mixture was poured onto ice and extracted twice with chloroform. The organic layer was dried over anhydrous magnesium sulfate and concentrated. The resulting crystals were recrystallized from a mixed solvent of ethyl acetate and hex... RXN SMILES: S(=O)(=O)(O)O.[Cl:6][C:7]1[N:12]([CH3:13])[C:11](=[O:14])[N:10]([CH3:15])[C:9](=[O:16])[CH:8]=1.[N+:17]([O-])([OH:19])=[O:18]>>[Cl:6][C:7]1[N:12]([CH3:13])[C:11](=[O:14])[N:10]([CH3:15])[C:9](=[O:16])[C:8]=1[N+:17]([O-:19])=[O:18]. Conditions: time 5 minute. The reactants are S(O)(O)(=O)=O (sulfuric acid), ClC1=CC(N(C(N1C)=O)C)=O (6-chloro-1,3-dimethyluracil), [N+](=O)(O)[O-] (nitric acid). The yield is 70.0%. Product: ClC1=C(C(N(C(N1C)=O)C)=O)[N+](=O)[O-] (6-chloro-1,3-dimethyl-5-nitrouracil). The reactants are BrCC1=CC=C(C#N)C=C1 (4-(bromo-methyl)-benzonitrile), O (water), [H-].[Na+] (sodium hydride), C1(=CC=CC=C1)CC(CCCC)=O (1-phenyl-2-hexanone). Solvent: O1CCCC1 (tetrahydrofuran), O1CCCC1 (tetrahydrofuran). Conditions: temperature 40 celsius, time 90 minute. Product: O=C(C(CC1=CC=C(C#N)C=C1)C1=CC=CC=C1)CCCC (4-(3-oxo-2-phenyl-heptyl)-benzonitrile). The yield is 82.2%. As a reaction SMILES: [H-].[Na+].[C:3]1([CH2:9][C:10](=[O:15])[CH2:11][CH2:12][CH2:13][CH3:14])[CH:8]=[CH:7][CH:6]=[CH:5][CH:4]=1.Br[CH2:17][C:18]1[CH:25]=[CH:24][C:21]([C:22]#[N:23])=[CH:20][CH:19]=1.O>O1CCCC1>[O:15]=[C:10]([CH2:11][CH2:12][CH2:13][CH3:14])[CH:9]([C:3]1[CH:8]=[CH:7][CH:6]=[CH:5][CH:4]=1)[CH2:17][C:18]1[CH:25]=[CH:24][C:21]([C:22]#[N:23])=[CH:20][CH:19]=1 |f:0.1|. Procedure details: 240 mg of sodium hydride as a suspension at 50% in oil were added to a solution of 0.81 g of 1-phenyl-2-hexanone of Step A of Example 7 in 20 ml of tetrahydrofuran and the mixture was stirred for 90 minutes at 40° C. Then, a solution of 900 mg of 4-(bromo-methyl)-benzonitrile in 10 ml of tetrahydrofuran was added and after stirring for 2 hours at ambient temperature, the reaction mixture was poured into water. Extraction was carried out with ethyl acetate and the extracts were washed with water,... Reactants: O.[Na].SC1=NN=NN1C (5-mercapto-1-methyltetrazole sodium salt hydrate), [Cl-].C[NH+]1C(N(C=C1)C)SCC(CCl)=O (1,3-dimethyl-2-[(3-chloro-2-oxopropyl)thio]- 1H-imidazolium chloride). Solvent: C(C)O (ethanol). The product is [Cl-].C[NH+]1C(N(C=C1)C)SCC(CSC1=NN=NN1C)=O (1,3-dimethyl-2-({3-[(1-methyl-1H-tetrazol-5-yl)thio]-2-oxopropyl}thio)-1H-imidazolium chloride). RXN SMILES: O.[Na].[SH:3][C:4]1[N:8]([CH3:9])[N:7]=[N:6][N:5]=1.[Cl-].[CH3:11][NH+:12]1[CH:16]=[CH:15][N:14]([CH3:17])[CH:13]1[S:18][CH2:19][C:20](=[O:23])[CH2:21][Cl:22]>C(O)C>[Cl-:22].[CH3:17][NH+:14]1[CH:15]=[CH:16][N:12]([CH3:11])[CH:13]1[S:18][CH2:19][C:20](=[O:23])[CH2:21][S:3][C:4]1[N:8]([CH3:9])[N:7]=[N:6][N:5]=1 |f:0.1.2,3.4,6.7,^1:1|. Reported procedure: To a solution of 0.271 g (0.00196 mol) of 5-mercapto-1-methyltetrazole sodium salt hydrate in 30 mL of absolute ethanol was added 0.50 g (0.0020 mol) of 1,3-dimethyl-2-[(3-chloro-2-oxopropyl)thio]- 1H-imidazolium chloride whereupon a white precipitate formed immediately. The precipitate was removed by filtration and was recrystallized from ethanol to obtain the desired 1,3-dimethyl-2-({3-[(1-methyl-1H-tetrazol-5-yl)thio]-2-oxopropyl}thio)-1H-imidazolium chloride, m.p. 196-197° C. The solvent is CCOCC (ether), CCOCC (ether). Reaction SMILES: [NH2:1][C:2]1[CH:16]=[CH:15][CH:14]=[CH:13][C:3]=1[C:4]([NH:6][C:7]1[CH:12]=[CH:11][CH:10]=[CH:9][CH:8]=1)=[O:5].[C:17]([N:25]=[C:26]=[S:27])(=[O:24])[C:18]1[CH:23]=[CH:22][CH:21]=[CH:20][CH:19]=1>CCOCC>[C:17]([NH:25][C:26]([NH:1][C:2]1[CH:16]=[CH:15][CH:14]=[CH:13][C:3]=1[C:4]([NH:6][C:7]1[CH:12]=[CH:11][CH:10]=[CH:9][CH:8]=1)=[O:5])=[S:27])(=[O:24])[C:18]1[CH:23]=[CH:22][CH:21]=[CH:20][CH:19]=1. Yields the product C(C1=CC=CC=C1)(=O)NC(=S)NC1=C(C(=O)NC2=CC=CC=C2)C=CC=C1 (2-[[(benzoylamino)thioxomethyl]amino]-N-phenylbenzamide). Starting materials: C(C1=CC=CC=C1)(=O)N=C=S (benzoyl isothiocyanate), NC1=C(C(=O)NC2=CC=CC=C2)C=CC=C1 (2-amino-N-phenylbenzamide). Yield: 97.8%. Procedure details: To a stirred mixture of 10 g of 2-amino-N-phenylbenzamide and 500 ml of ether was added dropwise, a solution of 7.7 g of benzoyl isothiocyanate in 100 ml of ether over 20 minutes. After standing several hours the solid was collected, giving 17.3 g of 2-[[(benzoylamino)thioxomethyl]amino]-N-phenylbenzamide. The reactants are C=CCC(C)CC(NC(=O)OC(C)(C)C)C1C=CC(=O)O1, Cc1ccccc1, CCOC(C)=O, [Cu]. Product: C=CCC(C)CC(NC(=O)OC(C)(C)C)C1CC(C)C(=O)O1. Reaction SMILES: [C:1]([CH3:2])([CH3:3])([CH3:4])[O:5][C:6]([NH:7][CH:8]([CH2:9][CH:10]([CH2:11][CH:12]=[CH2:13])[CH3:14])[CH:15]1[O:16][C:17](=[O:20])[CH:18]=[CH:19]1)=[O:21].[CH3:22][c:23]1[cH:24][cH:25][cH:26][cH:27][cH:28]1.[CH3:29][CH2:30][O:31][C:32](=[O:33])[CH3:34].[Cu:35]>>[C:1]([CH3:2])([CH3:3])([CH3:4])[O:5][C:6]([NH:7][CH:8]([CH2:9][CH:10]([CH2:11][CH:12]=[CH2:13])[CH3:14])[CH:15]1[O:16][C:17](=[O:20])[CH:18]([CH3:22])[CH2:19]1)=[O:21]. Reactants: C(=O)(O)COC1=CC(=C(C=C1)C=1NC=2C(=NC=CC2)N1)OC (2-(4-Carboxymethoxy-2-methoxyphenyl)imidazo(4,5-b)pyridine), Cl (hydrochloride). The product is C(=O)(O)COC1=CC(=C(C=C1)C=1NC=2C(=NC=CC2)N1)O (2-(4-Carboxymethoxy-2-hydroxyphenyl)imidazo(4,5-b)pyridine). As a reaction SMILES: [C:1]([CH2:4][O:5][C:6]1[CH:11]=[CH:10][C:9]([C:12]2[NH:13][C:14]3[C:15]([N:20]=2)=[N:16][CH:17]=[CH:18][CH:19]=3)=[C:8]([O:21]C)[CH:7]=1)([OH:3])=[O:2].Cl>>[C:1]([CH2:4][O:5][C:6]1[CH:11]=[CH:10][C:9]([C:12]2[NH:13][C:14]3[C:15]([N:20]=2)=[N:16][CH:17]=[CH:18][CH:19]=3)=[C:8]([OH:21])[CH:7]=1)([OH:3])=[O:2]. Procedure: 2-(4-Carboxymethoxy-2-methoxyphenyl)imidazo(4,5-b)pyridine, m.p. 235°, hydrochloride, m.p. 262° Starting materials: crude product, C(C)(C)N(CC)C(C)C (diisopropylethylamine), Cl.CN(CCCN=C=NCC)C (N-(3-dimethylaminopropyl)-N′-ethylcarbodiimide hydrochloride), ON1N=NC2=C1C=CC=C2 (1-hydroxybenzotriazole), C(C)(C)(C)OC(=O)N[C@@H](C(=O)O)CC1=C(C=CC=C1)OC(F)(F)F ((R)-2-tert-butoxycarbonylamino-3-(2-trifluoromethoxy-phenyl)-propionic acid), O1CCCC1 (tetrahydrofuran). Solvent: O (H2O). Yields the product C(C)(C)(C)OC(N[C@H](CC1=C(C=CC=C1)OC(F)(F)F)C(N[C@H]1C(N(C2=C(CC1)C=CC=C2)C(C)C)=O)=O)=O ([(R)-1-((R)-1-isopropyl-2-oxo-2,3,4,5-tetrahydro-1H-1-benzazepin-3-ylcarbamoyl)-2-(2-trifluoromethoxy-phenyl)-ethyl]-carbamic acid tert-butyl Ester). RXN SMILES: Cl.CN(C)[CH2:4][CH2:5][CH2:6][N:7]=C=NCC.O[N:14]1[C:18]2[CH:19]=[CH:20][CH:21]=[CH:22][C:17]=2N=N1.[CH:23](N(C(C)C)CC)([CH3:25])[CH3:24].[C:32]([O:36][C:37]([NH:39][C@H:40]([CH2:44][C:45]1[CH:50]=[CH:49][CH:48]=[CH:47][C:46]=1[O:51][C:52]([F:55])([F:54])[F:53])[C:41]([OH:43])=O)=[O:38])([CH3:35])([CH3:34])[CH3:33].[O:56]1CCC[CH2:57]1>O>[C:32]([O:36][C:37](=[O:38])[NH:39][C@@H:40]([C:41](=[O:43])[NH:7][C@@H:6]1[CH2:5][CH2:4][C:17]2[CH:22]=[CH:21][CH:20]=[CH:19][C:18]=2[N:14]([CH:23]([CH3:25])[CH3:24])[C:57]1=[O:56])[CH2:44][C:45]1[CH:50]=[CH:49][CH:48]=[CH:47][C:46]=1[O:51][C:52]([F:55])([F:54])[F:53])([CH3:34])([CH3:35])[CH3:33] |f:0.1|. Reported procedure: A mixture of the crude product described above (1.01 g), N-(3-dimethylaminopropyl)-N′-ethylcarbodiimide hydrochloride (0.843 g, 4.39 mmol), 1-hydroxybenzotriazole (0.593 g, 4.39 mmol), diisopropylethylamine (1.90 mL, 11.0 mmol), the product from Step 3 (0.843 g, 2.42 mmol) and tetrahydrofuran (15 mL) was stirred for 18 hours at room temperature. The reaction was then diluted with H2O and extracted with ethyl acetate. The organic extracts were concentrated in vacuo and purified via flash chromato...